This data is from the Open Reaction Database (ORD), a public repository of structured organic reaction records. The task is: describe an organic reaction: reactants, conditions, products, and yield As a reaction SMILES: [CH:1]1([C:4]2[C:5]([N:13]3[CH2:18][CH2:17][N:16]([C:19]([C:21]4[CH:26]=[CH:25][C:24](I)=[CH:23][CH:22]=4)=[O:20])[CH2:15][CH2:14]3)=[N:6][CH:7]=[C:8]([CH:10]3[CH2:12][CH2:11]3)[CH:9]=2)[CH2:3][CH2:2]1.[C:28]([N:31]1[CH2:35][CH2:34][NH:33][C:32]1=[O:36])(=[O:30])[CH3:29]>>[C:28]([N:31]1[CH2:35][CH2:34][N:33]([C:24]2[CH:25]=[CH:26][C:21]([C:19]([N:16]3[CH2:15][CH2:14][N:13]([C:5]4[C:4]([CH:1]5[CH2:3][CH2:2]5)=[CH:9][C:8]([CH:10]5[CH2:11][CH2:12]5)=[CH:7][N:6]=4)[CH2:18][CH2:17]3)=[O:20])=[CH:22][CH:23]=2)[C:32]1=[O:36])(=[O:30])[CH3:29]. Isolated yield 85.0%. Reported procedure: Using [4-(3,5-dicyclopropylpyridin-2-yl)piperazin-1-yl](4-iodophenyl)methanone (1.34 g) described in Preparation Example 186 and 1-acetylimidazolidin-2-one (461 mg) and by the reaction and treatment in the same manner as in Example 1, the title compound (1.14 g) was obtained. Reactants: C1(CC1)C=1C(=NC=C(C1)C1CC1)N1CCN(CC1)C(=O)C1=CC=C(C=C1)I ([4-(3,5-dicyclopropylpyridin-2-yl)piperazin-1-yl](4-iodophenyl)methanone), C(C)(=O)N1C(NCC1)=O (1-acetylimidazolidin-2-one). Yields the product C(C)(=O)N1C(N(CC1)C1=CC=C(C=C1)C(=O)N1CCN(CC1)C1=NC=C(C=C1C1CC1)C1CC1)=O (1-acetyl-3-{4-[4-(3,5-dicyclopropylpyridin-2-yl)piperazine-1-carbonyl]phenyl}imidazolidin-2-one). Starting materials: CO, O=[N+]([O-])c1ccc2[nH]ncc2c1. Product: Nc1ccc2[nH]ncc2c1. Reaction SMILES: [CH3:13][OH:14].[N+:1]([O-:2])(=[O:3])[c:4]1[cH:5][c:6]2[cH:7][n:8][nH:9][c:10]2[cH:11][cH:12]1>>[NH2:1][c:4]1[cH:5][c:6]2[cH:7][n:8][nH:9][c:10]2[cH:11][cH:12]1.